Dataset: the Open Reaction Database (ORD), a public repository of structured organic reaction records. Task: describe an organic reaction: reactants, conditions, products, and yield The reactants are CS(=O)(=O)c1ccc(OCc2ccc(C3CCN(C#N)CC3)cn2)cc1, CCO, NO. Product: CS(=O)(=O)c1ccc(OCc2ccc(C3CCN(C(=N)NO)CC3)cn2)cc1. RXN SMILES: [CH3:1][S:2](=[O:3])(=[O:4])[c:5]1[cH:6][cH:7][c:8]([O:9][CH2:10][c:11]2[n:12][cH:13][c:14]([CH:17]3[CH2:18][CH2:19][N:20]([C:23]#[N:24])[CH2:21][CH2:22]3)[cH:15][cH:16]2)[cH:25][cH:26]1.[CH3:29][CH2:30][OH:31].[NH2:27][OH:28]>>[CH3:1][S:2](=[O:3])(=[O:4])[c:5]1[cH:6][cH:7][c:8]([O:9][CH2:10][c:11]2[n:12][cH:13][c:14]([CH:17]3[CH2:18][CH2:19][N:20]([C:23](=[NH:24])[NH:27][OH:28])[CH2:21][CH2:22]3)[cH:15][cH:16]2)[cH:25][cH:26]1.